The task is: describe an organic reaction: reactants, conditions, products, and yield. This data is from the Open Reaction Database (ORD), a public repository of structured organic reaction records. Reactants: C(C1=CC=CC=C1)C1=NC2C(N(C2S1)C(C(=O)OC(C1=CC=CC=C1)C1=CC=CC=C1)=C(C)O)=O (diphenylmethyl α-[3-benzyl-7-oxo-4-thia-2,6-diazabicyclo[3,2,0]hept-2-en-6-yl]-α-(1-hydroxyethylidene)acetate), C(C1=CC=CC=C1)C1=NC2C(N(C2S1)C(C(=O)OC(C1=CC=CC=C1)C1=CC=CC=C1)=C(C)N1CCOCC1)=O (diphenylmethyl α-[3-benzyl-7-oxo-4-thia-2,6-diazabicyclo[3,2,0]hept-2-en-6-yl]-α-(1-morpholinoethylidene)acetate), CS(=O)(=O)Cl (methanesulfonyl chloride), C(C1=CC=CC=C1)C1=NC2C(N(C2S1)C(C(=O)OC(C1=CC=CC=C1)C1=CC=CC=C1)=C(C)OS(=O)(=O)C)=O (diphenylmethyl α-[3-benzyl-7-oxo-4-thia-2,6-diazabicyclo[3,2,0]hept-2-en-6-yl]-α-(1-methanesulfonyloxyethylidene)acetate), N1CCOCC1 (morpholine), BrBr (bromine). Solvent: C(C)N(CC)CC (triethylamine), N1=CC=CC=C1 (pyridine). Conditions: time 3.5 hour. The product is C(C1=CC=CC=C1)C1=NC2C(N(C2S1)C(C(=O)OC(C1=CC=CC=C1)C1=CC=CC=C1)=C(CBr)N1CCOCC1)=O (diphenylmethyl α-[3-benzyl-7-oxo-4-thia-2,6-diazabicyclo[3,2,0]hept-2-en-6-yl] -α-(2-bromo-1-morpholinoethylidene)acetate). The yield is 70.0%. Reaction SMILES: C(C1SC2C(C(=O)N2C(=C(O)C)C(OC(C2C=CC=CC=2)C2C=CC=CC=2)=O)N=1)C1C=CC=CC=1.CS(Cl)(=O)=O.C(C1SC2C(C(=O)N2C(=C(OS(C)(=O)=O)C)C(OC(C2C=CC=CC=2)C2C=CC=CC=2)=O)N=1)C1C=CC=CC=1.N1CCOCC1.[CH2:86]([C:93]1[S:99][CH:98]2[CH:95]([C:96](=[O:125])[N:97]2[C:100](=[C:117]([N:119]2[CH2:124][CH2:123][O:122][CH2:121][CH2:120]2)[CH3:118])[C:101]([O:103][CH:104]([C:111]2[CH:116]=[CH:115][CH:114]=[CH:113][CH:112]=2)[C:105]2[CH:110]=[CH:109][CH:108]=[CH:107][CH:106]=2)=[O:102])[N:94]=1)[C:87]1[CH:92]=[CH:91][CH:90]=[CH:89][CH:88]=1.[Br:126]Br>N1C=CC=CC=1.C(N(CC)CC)C>[CH2:86]([C:93]1[S:99][CH:98]2[CH:95]([C:96](=[O:125])[N:97]2[C:100](=[C:117]([N:119]2[CH2:120][CH2:121][O:122][CH2:123][CH2:124]2)[CH2:118][Br:126])[C:101]([O:103][CH:104]([C:111]2[CH:112]=[CH:113][CH:114]=[CH:115][CH:116]=2)[C:105]2[CH:110]=[CH:109][CH:108]=[CH:107][CH:106]=2)=[O:102])[N:94]=1)[C:87]1[CH:88]=[CH:89][CH:90]=[CH:91][CH:92]=1. Reported procedure: One dissolves diphenylmethyl α-[3-benzyl-7-oxo-4-thia-2,6-diazabicyclo[3,2,0]hept-2-en-6-yl]-α-(1-hydroxyethylidene)acetate (4.84 g) in tetrahydroufran (60 ml), cools to -20° C., adds triethylamine (2.84 ml) with stirring, adds dropwise methanesulfonyl chloride (0.82 ml) to the yellow solution, and lets react for 30 minutes. To the produced solution of diphenylmethyl α-[3-benzyl-7-oxo-4-thia-2,6-diazabicyclo[3,2,0]hept-2-en-6-yl]-α-(1-methanesulfonyloxyethylidene)acetate, one adds morpholine (0.... Reaction conditions: temperature 80 celsius, time 30 minute. Product: IC1=NC=C(C(=C1)C)[N+](=O)[O-] (2-Iodo-4-methyl-5-nitropyridine). Reaction SMILES: N[C:2]1[CH:7]=[C:6]([CH3:8])[C:5]([N+:9]([O-:11])=[O:10])=[CH:4][N:3]=1.S([O-])(OCCC(C)C)=O.[I:21]CI>>[I:21][C:2]1[CH:7]=[C:6]([CH3:8])[C:5]([N+:9]([O-:11])=[O:10])=[CH:4][N:3]=1. The reactants are NC1=NC=C(C(=C1)C)[N+](=O)[O-] (2-amino-4-methyl-5-nitropyridine), S(=O)(OCCC(C)C)[O-] (isopentyl sulfite), ICI (diiodomethane). Reported procedure: To a solution of 1.0 g of 2-amino-4-methyl-5-nitropyridine in 10 mL of diiodomethane was added 1.8 mL of isopentyl sulfite at room temperature, stirred at this temperature for 30 minutes, and after raising the temperature to 80° C., the solution was stirred for 2 hours. The diiodomethane was evaporated, and the crude product was purified and separated by silica gel column chromatography (ethyl acetate:n-hexane=1:20), to afford 897 mg of the title compound as colorless crystals. Starting materials: ice water, ClC(=O)OC1=CC=CC=C1 (Phenyl chloroformate), ClC1=CC=C(C(=O)C(CCCCC(=O)OCC)O)C=C1 (ethyl 6-(4-chlorobenzoyl)-6-hydroxyhexanoate), N1=CC=CC=C1 (pyridine), Cl (hydrochloric acid). Solvent: O1CCCC1 (tetrahydrofuran). Run at time 3 hour. The product is ClC1=CC=C(C(=O)C(CCCCC(=O)OCC)OC(=O)OC2=CC=CC=C2)C=C1 (ethyl 6-(4-chlorobenzoyl)-6-phenoxycarbonyloxyhexanate). Yield: 94.0%. As a reaction SMILES: Cl[C:2]([O:4][C:5]1[CH:10]=[CH:9][CH:8]=[CH:7][CH:6]=1)=[O:3].[Cl:11][C:12]1[CH:30]=[CH:29][C:15]([C:16]([CH:18]([OH:28])[CH2:19][CH2:20][CH2:21][CH2:22][C:23]([O:25][CH2:26][CH3:27])=[O:24])=[O:17])=[CH:14][CH:13]=1.N1C=CC=CC=1.Cl>O1CCCC1>[Cl:11][C:12]1[CH:13]=[CH:14][C:15]([C:16]([CH:18]([O:28][C:2]([O:4][C:5]2[CH:10]=[CH:9][CH:8]=[CH:7][CH:6]=2)=[O:3])[CH2:19][CH2:20][CH2:21][CH2:22][C:23]([O:25][CH2:26][CH3:27])=[O:24])=[O:17])=[CH:29][CH:30]=1. Procedure details: Phenyl chloroformate (14.1 g) was added dropwise to a mixture of ethyl 6-(4-chlorobenzoyl)-6-hydroxyhexanoate (24.5 g), pyridine(7.14 g) and tetrahydrofuran(200 ml) with cooling with ice. After stirring for 3 hours at room temperature, the reaction mixture was poured into ice water, and neutrized by 2N-hydrochloric acid. This was extracted with ethyl acetate. The ethyl acetate layer was washed with water, and dried(MgSO4). The solvent was evaporated to give ethyl 6-(4-chlorobenzoyl)-6-phenoxycar... Reactants: C(C)OC=1C=C2C(=NC=NC2=CC1OC)OC=1C=C(N)C=CC1 (3-(6-ethoxy-7-methoxyquinazolin-4-yloxy)aniline), FC(C(C)(C)C1=CC(=NO1)NC(OC1=CC=CC=C1)=O)(F)F (phenyl 5-(1,1,1-trifluoro-2-methylpropan-2-yl)isoxazol-3-ylcarbamate). Reagents/catalysts: CN(C1=CC=NC=C1)C (4-(dimethylamino)pyridine). Solvent: C1CCOC1 (THF). Run at time 15 hour. The product is C(C)OC=1C=C2C(=NC=NC2=CC1OC)OC=1C=C(C=CC1)NC(=O)NC1=NOC(=C1)C(C(F)(F)F)(C)C (1-(3-(6-ethoxy-7-methoxyquinazolin-4-yloxy)phenyl)-3-(5-(1,1,1-trifluoro-2-methylpropan-2-yl)isoxazol-3-yl)urea). Isolated yield 28.0%. As a reaction SMILES: [CH2:1]([O:3][C:4]1[CH:5]=[C:6]2[C:11](=[CH:12][C:13]=1[O:14][CH3:15])[N:10]=[CH:9][N:8]=[C:7]2[O:16][C:17]1[CH:18]=[C:19]([CH:21]=[CH:22][CH:23]=1)[NH2:20])[CH3:2].[F:24][C:25]([F:45])([F:44])[C:26]([C:29]1[O:33][N:32]=[C:31]([NH:34][C:35](=O)[O:36]C2C=CC=CC=2)[CH:30]=1)([CH3:28])[CH3:27]>C1COCC1.CN(C)C1C=CN=CC=1>[CH2:1]([O:3][C:4]1[CH:5]=[C:6]2[C:11](=[CH:12][C:13]=1[O:14][CH3:15])[N:10]=[CH:9][N:8]=[C:7]2[O:16][C:17]1[CH:18]=[C:19]([NH:20][C:35]([NH:34][C:31]2[CH:30]=[C:29]([C:26]([CH3:28])([CH3:27])[C:25]([F:45])([F:44])[F:24])[O:33][N:32]=2)=[O:36])[CH:21]=[CH:22][CH:23]=1)[CH3:2]. Procedure: To a stirred solution of 3-(6-ethoxy-7-methoxyquinazolin-4-yloxy)aniline (100 mg, 0.322 mmol) and phenyl 5-(1,1,1-trifluoro-2-methylpropan-2-yl)isoxazol-3-ylcarbamate (151 mg, 0.482 mmol) in anhydrous THF (5 mL), was added 4-(dimethylamino)pyridine (6 mg, 0.0492 mmol) and the mixture was stirred at rt for 15 h. Concentration in vacuo followed by purification via silica gel column chromatography (eluted with a gradient of 20% ethyl acetate in hexanes to 100% ethyl acetate), afforded 1-(3-(6-ethox... Starting materials: FC(C1=C(C=CC(=C1)Cl)NN)(F)F (2-(trifluoromethyl)-4-chlorophenylhydrazine), C(C)OC(C(C#N)=COCC)=O (ethyl(ethoxymethylene)cyanoacetate). Run in C(C)(=O)O (acetic acid), O (water). The product is NC1=C(C=NN1C1=C(C=C(C=C1)Cl)C(F)(F)F)C(=O)OCC (5-amino-1-[2-(trifluoromethyl)-4-chlorophenyl]-1H-pyrazole-4-carboxylic acid, ethyl ester). The yield is 85.9%. As a reaction SMILES: [F:1][C:2]([F:13])([F:12])[C:3]1[CH:8]=[C:7]([Cl:9])[CH:6]=[CH:5][C:4]=1[NH:10][NH2:11].[CH2:14]([O:16][C:17](=[O:25])[C:18](=[CH:21]OCC)[C:19]#[N:20])[CH3:15]>C(O)(=O)C.O>[NH2:20][C:19]1[N:10]([C:4]2[CH:5]=[CH:6][C:7]([Cl:9])=[CH:8][C:3]=2[C:2]([F:1])([F:12])[F:13])[N:11]=[CH:21][C:18]=1[C:17]([O:16][CH2:14][CH3:15])=[O:25]. Reported procedure: A solution of 31.58 g of 2-(trifluoromethyl)-4-chlorophenylhydrazine and 27.92 g of ethyl(ethoxymethylene)cyanoacetate dissolved in 225 of acetic acid and 75 ml of water was heated on a steam bath for approximately 16 hours. The reaction mixture was cooled to room temperature and placed in the refrigerator. The precipitated solid was collected by filtration and combined with the solids isolated from the filtrate to provide 43 g of 5-amino-1-[2-(trifluoromethyl)-4-chlorophenyl]-1H-pyrazole-4-carb... Product: BrC=1C=CC(=C(CNC(C)=O)C1)[N+](=O)[O-] (N-(5-Bromo-2-nitrobenzyl)acetamide). The reactants are BrC=1C=CC(=C(C1)CN)[N+](=O)[O-] ((5-Bromo-2-nitrophenyl)methanamine), C(C)(=O)OC(C)=O (acetic anhydride), C(C)(=O)OCC (ethyl acetate). Run at time 12 hour. Procedure: To a solution of compound 13 (2.5 g, 10.82 mmol) in pyridine (20 mL) was added acetic anhydride (2 mL, 21.60 mmol) and the mixture was stirred at room temperature for 12 h. The reaction was added ethyl acetate (30 mL) and the organic layer was washed sequentially with H2O (20 mL), 1N HCl (15 mL×3), brine (15 mL) and dried over Na2SO4 and evaporated to get the title compound as an off-white solid (2.89 g, 98%). IR (KBr) νmax. cm−1: 3419 (NH), 3062 (Ar—H), 2925 (Alph-H), 1695 (C═O), 1604, 1564 (C═... Reaction SMILES: [Br:1][C:2]1[CH:3]=[CH:4][C:5]([N+:10]([O-:12])=[O:11])=[C:6]([CH2:8][NH2:9])[CH:7]=1.[C:13](OC(=O)C)(=[O:15])[CH3:14].C(OCC)(=O)C>N1C=CC=CC=1>[Br:1][C:2]1[CH:3]=[CH:4][C:5]([N+:10]([O-:12])=[O:11])=[C:6]([CH:7]=1)[CH2:8][NH:9][C:13](=[O:15])[CH3:14]. Yield: 97.8%. Solvent: N1=CC=CC=C1 (pyridine). Starting materials: COC(C(CC1=CC=C(C=2C=COC21)O)OCC)=O ([rac]-2-ethoxy-3-(4-hydroxy-benzofuran-7-yl)-propionic acid methyl ester), O=P(Cl)(Cl)Cl (POCl3), C([O-])([O-])=O.[K+].[K+] (potassium carbonate), ClCC=1N=C(OC1C)C1=CC(=CC(=C1)OC)OC (4-chloromethyl-2-(3,5-dimethoxy-phenyl)-5-methyl-oxazole), COC=1C=C(C=O)C=C(C1)OC (3,5-dimethoxy-benzaldehyde), [I-].[K+] (potassium iodide). Yields the product COC(C(CC1=CC=C(C=2C=COC21)OCC=2N=C(OC2C)C2=CC(=CC(=C2)OC)OC)OCC)=O ([rac]-3-{4-[2-(3,5-dimethoxy-phenyl)-5-methyl-oxazol-4-ylmethoxy]-benzofuran-7-yl}-2-ethoxy-propionic acid methyl ester). RXN SMILES: [CH3:1][O:2][C:3](=[O:19])[CH:4]([O:16][CH2:17][CH3:18])[CH2:5][C:6]1[C:14]2[O:13][CH:12]=[CH:11][C:10]=2[C:9]([OH:15])=[CH:8][CH:7]=1.Cl[CH2:21][C:22]1[N:23]=[C:24]([C:28]2[CH:33]=[C:32]([O:34][CH3:35])[CH:31]=[C:30]([O:36][CH3:37])[CH:29]=2)[O:25][C:26]=1[CH3:27].COC1C=C(C=C(OC)C=1)C=O.O=P(Cl)(Cl)Cl.C(=O)([O-])[O-].[K+].[K+].[I-].[K+]>>[CH3:1][O:2][C:3](=[O:19])[CH:4]([O:16][CH2:17][CH3:18])[CH2:5][C:6]1[C:14]2[O:13][CH:12]=[CH:11][C:10]=2[C:9]([O:15][CH2:21][C:22]2[N:23]=[C:24]([C:28]3[CH:33]=[C:32]([O:34][CH3:35])[CH:31]=[C:30]([O:36][CH3:37])[CH:29]=3)[O:25][C:26]=2[CH3:27])=[CH:8][CH:7]=1 |f:4.5.6,7.8|. Procedure details: In analogy to the procedure described in example 120 f], [rac]-2-ethoxy-3-(4-hydroxy-benzofuran-7-yl)-propionic acid methyl ester (example 120 e]) was reacted with 4-chloromethyl-2-(3,5-dimethoxy-phenyl)-5-methyl-oxazole (prepared from 3,5-dimethoxy-benzaldehyde and diacetyl monoxyme followed by treatment with POCl3 in analogy to the procedures described in examples 21 a] and b]) in the presence of potassium carbonate and potassium iodide to yield [rac]-3-{4-[2-(3,5-dimethoxy-phenyl)-5-methyl-ox...